From a dataset of the Open Reaction Database (ORD), a public repository of structured organic reaction records. describe an organic reaction: reactants, conditions, products, and yield Starting materials: E-1. 1,2-Dihydro-5-methvl-2-oxo-1,6-naphthyridine-3-carbonitrile, C(C)(=O)C=1C=C(C(NC1C=CN(C)C)=O)C#N (5-acetyl-1,2-dihydro-6-(2-dimethylaminoethenyl)-2-oxo-3-pyridincarbonitrile), C(C)(=O)O.C(=N)N (formamidine acetate). Solvent: CN(C=O)C (dimethylformamide). The product is CC1=C2C=C(C(NC2=CC=N1)=O)C#N (1,2-dihydro-5-methyl-2-oxo-1,6-naphthyridine-3-carbonitrile). Isolated yield 103.1%. Reaction SMILES: [C:1]([C:4]1[CH:5]=[C:6]([C:16]#[N:17])[C:7](=[O:15])[NH:8][C:9]=1[CH:10]=[CH:11][N:12](C)C)(=O)[CH3:2].C(O)(=O)C.C(N)=N>CN(C)C=O>[CH3:2][C:1]1[N:12]=[CH:11][CH:10]=[C:9]2[C:4]=1[CH:5]=[C:6]([C:16]#[N:17])[C:7](=[O:15])[NH:8]2 |f:1.2|. Reported procedure: E-1. 1,2-Dihydro-5-methvl-2-oxo-1,6-naphthyridine-3-carbonitrile--A mixture containing 33.2 g of 5-acetyl-1,2-dihydro-6-(2-dimethylaminoethenyl)-2-oxo-3-pyridincarbonitrile, 32.1 g of formamidine acetate and 300 ml of dimethylformamide was heated in a oil bath at 120°-130° C. for 3 hours, the original yellow solid dissolving and dark solution resulting. The reaction mixture was evaporated to dryness and then treated with 400 ml of water followed by 30 ml of acetic acid. The resulting insoluble s... The reactants are CN(C)C=O, Clc1ccccc1, O=C(O)c1ccc(F)cc1, O=S(Cl)Cl. Yields the product O=C(Cl)c1ccc(F)cc1. RXN SMILES: [CH3:15][N:16]([CH3:17])[CH:18]=[O:19].[Cl:20][c:21]1[cH:22][cH:23][cH:24][cH:25][cH:26]1.[OH:5][C:6](=[O:7])[c:8]1[cH:9][cH:10][c:11]([F:12])[cH:13][cH:14]1.[S:1]([Cl:2])([Cl:3])=[O:4]>>[Cl:3][C:6](=[O:5])[c:8]1[cH:9][cH:10][c:11]([F:12])[cH:13][cH:14]1. Starting materials: Cn1ccc2ccc(Br)cc21, CCO, Cc1ccccc1, OB(O)c1ccc(C(F)(F)F)cc1, [Na+], [Na+], O=C([O-])[O-], O, c1ccc(P(c2ccccc2)(c2ccccc2)[Pd](P(c2ccccc2)(c2ccccc2)c2ccccc2)(P(c2ccccc2)(c2ccccc2)c2ccccc2)P(c2ccccc2)(c2ccccc2)c2ccccc2)cc1. The product is Cn1ccc2ccc(-c3ccc(C(F)(F)F)cc3)cc21. RXN SMILES: [Br:1][c:2]1[cH:3][cH:4][c:5]2[cH:6][cH:7][n:8]([CH3:11])[c:9]2[cH:10]1.[CH3:32][CH2:33][OH:34].[CH3:35][c:36]1[cH:37][cH:38][cH:39][cH:40][cH:41]1.[F:12][C:13]([c:14]1[cH:15][cH:16][c:17]([B:20]([OH:21])[OH:22])[cH:18][cH:19]1)([F:23])[F:24].[Na+:25].[Na+:26].[O-:27][C:28](=[O:29])[O-:30].[OH2:31].[cH:42]1[cH:43][cH:44][c:45]([P:46]([Pd:47]([P:48]([c:49]2[cH:50][cH:51][cH:52][cH:53][cH:54]2)([c:55]2[cH:56][cH:57][cH:58][cH:59][cH:60]2)[c:61]2[cH:62][cH:63][cH:64][cH:65][cH:66]2)([P:67]([c:68]2[cH:69][cH:70][cH:71][cH:72][cH:73]2)([c:74]2[cH:75][cH:76][cH:77][cH:78][cH:79]2)[c:80]2[cH:81][cH:82][cH:83][cH:84][cH:85]2)[P:86]([c:87]2[cH:88][cH:89][cH:90][cH:91][cH:92]2)([c:93]2[cH:94][cH:95][cH:96][cH:97][cH:98]2)[c:99]2[cH:100][cH:101][cH:102][cH:103][cH:104]2)([c:105]2[cH:106][cH:107][cH:108][cH:109][cH:110]2)[c:111]2[cH:112][cH:113][cH:114][cH:115][cH:116]2)[cH:117][cH:118]1>>[c:2]1(-[c:17]2[cH:16][cH:15][c:14]([C:13]([F:12])([F:23])[F:24])[cH:19][cH:18]2)[cH:3][cH:4][c:5]2[cH:6][cH:7][n:8]([CH3:11])[c:9]2[cH:10]1. Reactants: BrC1=C(C=C(C=C1C)O[Si](C(C)C)(C(C)C)C(C)C)C (4-bromo-3,5-dimethyl-triisopropylsilanoxybenzene), C(CCC)[Li] (n-butyllithium), FC1=C(C=C(C=O)C=C1)C(=C)C (4-fluoro-3-isopropenylbenzaldehyde). The solvent is C1CCOC1 (THF), C1CCOC1 (THF), CCOC(=O)C (EtOAc). Conditions: temperature -78 celsius, time 30 minute. Product: CC1=C(C(=CC(=C1)O[Si](C(C)C)(C(C)C)C(C)C)C)C(O)C1=CC(=C(C=C1)F)C(=C)C (1-(2,6-dimethyl-4-triisopropylsilanyloxyphenyl)-1-(4′-fluoro-3′-isopropenylphenyl)methanol). Reaction SMILES: Br[C:2]1[C:7]([CH3:8])=[CH:6][C:5]([O:9][Si:10]([CH:17]([CH3:19])[CH3:18])([CH:14]([CH3:16])[CH3:15])[CH:11]([CH3:13])[CH3:12])=[CH:4][C:3]=1[CH3:20].C([Li])CCC.[F:26][C:27]1[CH:34]=[CH:33][C:30]([CH:31]=[O:32])=[CH:29][C:28]=1[C:35]([CH3:37])=[CH2:36]>C1COCC1.CCOC(C)=O>[CH3:20][C:3]1[CH:4]=[C:5]([O:9][Si:10]([CH:17]([CH3:19])[CH3:18])([CH:14]([CH3:16])[CH3:15])[CH:11]([CH3:13])[CH3:12])[CH:6]=[C:7]([CH3:8])[C:2]=1[CH:31]([C:30]1[CH:33]=[CH:34][C:27]([F:26])=[C:28]([C:35]([CH3:37])=[CH2:36])[CH:29]=1)[OH:32]. Procedure: To a solution of 4-bromo-3,5-dimethyl-triisopropylsilanoxybenzene (1.29 g, 3.6 mmol, G. Chiellini et al. Biorg. Med. Chem. Lett. 2000, 10, 2607) in THF at −78° C. was added n-butyllithium (1.58 mL, 3.96 mmol, 2.5 M in THF). After 30 min, a solution of 4-fluoro-3-isopropenylbenzaldehyde (500 mg, 3.0 mmol) in THF was added. The reaction mixture was stirred at −78° C. for 1 h, allowed to warm to room temperature, diluted with EtOAc and quenched with water. The organic layer was dried over MgSO4, fi... Starting materials: CCOC(=O)c1cnc(SC)nc1Nc1ccc2[nH]ncc2c1, CO, CN, O. Yields the product CNC(=O)c1cnc(SC)nc1Nc1ccc2[nH]ncc2c1. RXN SMILES: [CH2:5]([O:6][C:8](=[O:9])[c:10]1[c:11]([NH:18][c:19]2[cH:20][c:21]3[cH:22][n:23][nH:24][c:25]3[cH:26][cH:27]2)[n:12][c:13]([S:16][CH3:17])[n:14][cH:15]1)[CH3:7].[CH3:1][OH:2].[CH3:3][NH2:4].[OH2:28]>>[CH3:3][NH:4][C:8](=[O:9])[c:10]1[c:11]([NH:18][c:19]2[cH:20][c:21]3[cH:22][n:23][nH:24][c:25]3[cH:26][cH:27]2)[n:12][c:13]([S:16][CH3:17])[n:14][cH:15]1. The reactants are NCC(=O)[C@H]1[C@@](O[C@@H]([C@H]([C@@H]1O)O)CO)(N(C(CCCCCCCCCCCCCCCCC)=O)CCCCCCCCCCCCCC)N (N-(2-glycyl-amino-2-deoxy-β-D-glucopyranosyl)-N-tetradecyl-octadecanamide), C(=O)(OCC1=CC=CC=C1)NCC(=O)O (N-carbobenzoxy-glycine). Procedure details: from N-(2-glycyl-amino-2-deoxy-β-D-glucopyranosyl)-N-tetradecyl-octadecanamide and N-carbobenzoxy-glycine. Yields the product C(=O)(OCC1=CC=CC=C1)NCC(=O)NCC(=O)[C@H]1[C@@](O[C@@H]([C@H]([C@@H]1O)O)CO)(N(C(CCCCCCCCCCCCCCCCC)=O)CCCCCCCCCCCCCC)N (N-[2-(N-Carbobenzoxy-glycyl-glycyl)-amino-2-deoxy-β-D-glucopyranosyl]-N-tetradecyl-octadecanamide). RXN SMILES: [NH2:1][CH2:2][C:3]([C@@H:5]1[C@@H:10]([OH:11])[C@H:9]([OH:12])[C@@H:8]([CH2:13][OH:14])[O:7][C@@:6]1([NH2:49])[N:15]([CH2:35][CH2:36][CH2:37][CH2:38][CH2:39][CH2:40][CH2:41][CH2:42][CH2:43][CH2:44][CH2:45][CH2:46][CH2:47][CH3:48])[C:16](=[O:34])[CH2:17][CH2:18][CH2:19][CH2:20][CH2:21][CH2:22][CH2:23][CH2:24][CH2:25][CH2:26][CH2:27][CH2:28][CH2:29][CH2:30][CH2:31][CH2:32][CH3:33])=[O:4].[C:50]([NH:60][CH2:61][C:62](O)=[O:63])([O:52][CH2:53][C:54]1[CH:59]=[CH:58][CH:57]=[CH:56][CH:55]=1)=[O:51]>>[C:50]([NH:60][CH2:61][C:62]([NH:1][CH2:2][C:3]([C@@H:5]1[C@@H:10]([OH:11])[C@H:9]([OH:12])[C@@H:8]([CH2:13][OH:14])[O:7][C@@:6]1([NH2:49])[N:15]([CH2:35][CH2:36][CH2:37][CH2:38][CH2:39][CH2:40][CH2:41][CH2:42][CH2:43][CH2:44][CH2:45][CH2:46][CH2:47][CH3:48])[C:16](=[O:34])[CH2:17][CH2:18][CH2:19][CH2:20][CH2:21][CH2:22][CH2:23][CH2:24][CH2:25][CH2:26][CH2:27][CH2:28][CH2:29][CH2:30][CH2:31][CH2:32][CH3:33])=[O:4])=[O:63])([O:52][CH2:53][C:54]1[CH:59]=[CH:58][CH:57]=[CH:56][CH:55]=1)=[O:51]. Run in C(Cl)Cl (DCM), C(Cl)Cl (DCM). Reactants: C(C)(=O)OCC=1SC=CC1C ((3-Methylthiophen-2-yl)methyl acetate), N1=CC=CC=C1 (pyridine), BrBr (bromine). Run at temperature 0 celsius, time 30 minute. Reaction SMILES: [C:1]([O:4][CH2:5][C:6]1[S:7][CH:8]=[CH:9][C:10]=1[CH3:11])(=[O:3])[CH3:2].N1C=CC=CC=1.[Br:18]Br>C(Cl)Cl>[C:1]([O:4][CH2:5][C:6]1[S:7][C:8]([Br:18])=[CH:9][C:10]=1[CH3:11])(=[O:3])[CH3:2]. Yields the product C(C)(=O)OCC=1SC(=CC1C)Br ((5-Bromo-3-methylthiophen-2-yl)methyl acetate). Reported procedure: To a solution of 62.3 (0.61 g, 3.58 mmol) and pyridine (0.29 mL, 3.58 mmol) in DCM (24 mL) was added bromine (3.58 mL, 1.0 M solution in DCM) dropwise at 0° C. The mixture was stirred for 30 minutes at 0° C. and warmed to room temperature over 1 Hour. Upon completion, the reaction was diluted with DCM, washed with saturated Na2S2O3 and brine, dried (Na2SO4), and concentrated to afford 62.4. The crude product was used without further purification. The reactants are COC(=O)c1ccc(C=O)cc1, CO, COC(OC)OC, Cc1ccc(S(=O)(=O)O)cc1. Product: COC(=O)c1ccc(C(OC)OC)cc1. RXN SMILES: [CH3:1][O:2][C:3]([c:4]1[cH:5][cH:6][c:7]([CH:10]=[O:11])[cH:8][cH:9]1)=[O:12].[CH3:31][OH:32].[CH:24]([O:25][CH3:26])([O:27][CH3:28])[O:29][CH3:30].[c:13]1([CH3:14])[cH:15][cH:16][c:17]([S:18]([OH:19])(=[O:20])=[O:21])[cH:22][cH:23]1>>[CH3:1][O:2][C:3]([c:4]1[cH:5][cH:6][c:7]([CH:24]([O:27][CH3:28])[O:29][CH3:30])[cH:8][cH:9]1)=[O:12]. Starting materials: COC(=O)c1cccc(C2CCN(C(=O)OC(C)(C)C)CC2OCc2ccc3ccccc3c2)c1, CO, Cl, [Na+], [OH-]. The product is CC(C)(C)OC(=O)N1CCC(c2cccc(C(=O)O)c2)C(OCc2ccc3ccccc3c2)C1. RXN SMILES: [CH3:1][O:2][C:3](=[O:4])[c:5]1[cH:6][c:7]([CH:11]2[CH:12]([O:24][CH2:25][c:26]3[cH:27][c:28]4[cH:29][cH:30][cH:31][cH:32][c:33]4[cH:34][cH:35]3)[CH2:13][N:14]([C:17](=[O:18])[O:19][C:20]([CH3:21])([CH3:22])[CH3:23])[CH2:15][CH2:16]2)[cH:8][cH:9][cH:10]1.[CH3:39][OH:40].[ClH:38].[Na+:37].[OH-:36]>>[O:2]=[C:3]([OH:4])[c:5]1[cH:6][c:7]([CH:11]2[CH:12]([O:24][CH2:25][c:26]3[cH:27][c:28]4[cH:29][cH:30][cH:31][cH:32][c:33]4[cH:34][cH:35]3)[CH2:13][N:14]([C:17](=[O:18])[O:19][C:20]([CH3:21])([CH3:22])[CH3:23])[CH2:15][CH2:16]2)[cH:8][cH:9][cH:10]1.